From a dataset of the Open Reaction Database (ORD), a public repository of structured organic reaction records. describe an organic reaction: reactants, conditions, products, and yield Starting materials: CNC(=O)c1c2cc(C3CC3)c([N+](=O)[O-])cc2nn1-c1ccc(Br)cc1, CO, CCO, [Cl-], ClCCl, [Fe], [NH4+], O. The product is CNC(=O)c1c2cc(C3CC3)c(N)cc2nn1-c1ccc(Br)cc1. Reaction SMILES: [Br:1][c:2]1[cH:3][cH:4][c:5](-[n:8]2[n:9][c:10]3[cH:11][c:12]([N+:24]([O-:25])=[O:26])[c:13]([CH:21]4[CH2:22][CH2:23]4)[cH:14][c:15]3[c:16]2[C:17](=[O:18])[NH:19][CH3:20])[cH:6][cH:7]1.[CH3:29][OH:30].[CH3:31][CH2:32][OH:33].[Cl-:27].[Cl:35][CH2:36][Cl:37].[Fe:38].[NH4+:28].[OH2:34]>>[Br:1][c:2]1[cH:3][cH:4][c:5](-[n:8]2[n:9][c:10]3[cH:11][c:12]([NH2:24])[c:13]([CH:21]4[CH2:22][CH2:23]4)[cH:14][c:15]3[c:16]2[C:17](=[O:18])[NH:19][CH3:20])[cH:6][cH:7]1. Reactants: C(C)(=O)O[BH-](OC(C)=O)OC(C)=O.[Na+] (sodium triacetoxyborohydride), C([C@@]1(C)C(C)(C)[C@@H](C(=O)O)CC1)(=O)O ((+)-(1R,3S)-camphoric acid), C(C=C)N1[C@H](CN[C@@H](C1)C)C ((+)-(2S,5R)-1-allyl-2,5-dimethylpiperazine), 1, C(C1=CC=CC=C1)=O (benzaldehyde). Run in C(C)(=O)O (acetic acid), O1CCCC1 (tetrahydrofuran). Reaction conditions: time 4 hour. The product is C(C=C)N1[C@H](CN([C@@H](C1)C)CC1=CC=CC=C1)C ((2S,5R)-1-allyl-4-benzyl-2,5-dimethylpiperazine). RXN SMILES: C(O)(=O)[C@@:2]1([CH2:12][CH2:11][C@H:7]([C:8](O)=O)[C:4]1([CH3:6])C)C.[CH2:15]([N:18]1[CH2:23][C@@H:22]([CH3:24])[NH:21][CH2:20][C@@H:19]1[CH3:25])[CH:16]=[CH2:17].C(=O)C1C=CC=CC=1.C(O[BH-](OC(=O)C)OC(=O)C)(=O)C.[Na+]>O1CCCC1.C(O)(=O)C>[CH2:15]([N:18]1[CH2:23][C@@H:22]([CH3:24])[N:21]([CH2:8][C:7]2[CH:4]=[CH:6][CH:2]=[CH:12][CH:11]=2)[CH2:20][C@@H:19]1[CH3:25])[CH:16]=[CH2:17] |f:3.4|. Procedure details: To a suspension of the (+)-(1R,3S)-camphoric acid salt of (+)-(2S,5R)-1-allyl-2,5-dimethylpiperazine from Preparation 1 (78.2 g) and benzaldehyde (26.5 g) in tetrahydrofuran (500 ml) containing glacial acetic acid (2 ml) was added sodium triacetoxyborohydride (93.3 g) portionwise over 10 minutes. The resulting mixture was stirred at room temperature for 4 hours. The reaction was partitioned between ethyl acetate (1500 ml) and aqueous sodium hydroxide (750 ml of 2N solution). The layers were sepa...